This data is from the Open Reaction Database (ORD), a public repository of structured organic reaction records. The task is: describe an organic reaction: reactants, conditions, products, and yield Starting materials: Fc1ccccc1CCBr, CN1CCc2[nH]c3ccc(Cl)cc3c2CC1, I[Cu]I, CN(C)C=O, O, O=C(O)C1CCCN1. Product: CN1CCc2c(n(CCc3ccccc3F)c3ccc(Cl)cc23)CC1. RXN SMILES: [Br:25][CH2:26][CH2:27][c:28]1[c:29]([F:34])[cH:30][cH:31][cH:32][cH:33]1.[Cl:1][c:2]1[cH:3][c:4]2[c:5]3[c:6]([nH:7][c:8]2[cH:9][cH:10]1)[CH2:11][CH2:12][N:13]([CH3:16])[CH2:14][CH2:15]3.[Cu:41]([I:42])[I:43].[O:36]=[CH:37][N:38]([CH3:39])[CH3:40].[OH2:35].[OH:17][C:18]([CH:19]1[NH:20][CH2:21][CH2:22][CH2:23]1)=[O:24]>>[Cl:1][c:2]1[cH:3][c:4]2[c:5]3[c:6]([n:7]([CH2:26][CH2:27][c:28]4[c:29]([F:34])[cH:30][cH:31][cH:32][cH:33]4)[c:8]2[cH:9][cH:10]1)[CH2:11][CH2:12][N:13]([CH3:16])[CH2:14][CH2:15]3. As a reaction SMILES: [CH2:15]([C:16]#[CH:17])[Br:18].[CH3:19][OH:20].[CH:3]12[CH2:4][CH:5]3[NH:6][C:7](=[O:14])[CH:8]([CH2:9][CH:10]([CH2:11]1)[CH2:12]3)[CH2:13]2.[K+:2].[OH-:1]>>[CH:3]12[CH2:4][CH:5]3[N:6]([CH2:17][C:16]#[CH:15])[C:7](=[O:14])[CH:8]([CH2:9][CH:10]([CH2:11]1)[CH2:12]3)[CH2:13]2. Product: C#CCN1C(=O)C2CC3CC(C2)CC1C3. Starting materials: C#CCBr, CO, O=C1NC2CC3CC(C2)CC1C3, [K+], [OH-]. The reactants are CNC (dimethylamine), solution, C(C)(C)OC(C)C (isopropyl ether), CC1=CC=C(S1)C1=NC=2C(=NC=CC2)N1CC(=O)O (2-(5-methyl-2-thienyl)-3H-imidazo[4,5-b]pyridine-3-acetic acid), C(=O)(N1C=NC=C1)N1C=NC=C1 (1,1'-carbonyldiimidazole). The solvent is O1CCCC1 (tetrahydrofuran), C(C)(C)O (isopropyl alcohol), O1CCCC1 (tetrahydrofuran). Conditions: temperature 40 celsius. Product: CN(C(CN1C(=NC=2C1=NC=CC2)C=2SC(=CC2)C)=O)C (N,N-Dimethyl-2-(5-methyl-2-thienyl)-3H-imidazo[4,5-b]pyridine-3-acetamide). Yield: 20.6%. As a reaction SMILES: [CH3:1][C:2]1[S:6][C:5]([C:7]2[N:15]([CH2:16][C:17]([OH:19])=O)[C:10]3=[N:11][CH:12]=[CH:13][CH:14]=[C:9]3[N:8]=2)=[CH:4][CH:3]=1.[C:20](N1C=CN=C1)([N:22]1C=CN=[CH:23]1)=O.CNC.C(OC(C)C)(C)C>O1CCCC1.C(O)(C)C>[CH3:20][N:22]([CH3:23])[C:17](=[O:19])[CH2:16][N:15]1[C:10]2=[N:11][CH:12]=[CH:13][CH:14]=[C:9]2[N:8]=[C:7]1[C:5]1[S:6][C:2]([CH3:1])=[CH:3][CH:4]=1. Procedure: A solution of 2-(5-methyl-2-thienyl)-3H-imidazo[4,5-b]pyridine-3-acetic acid (5.0 g, 0.0183 mole) and 1,1'-carbonyldiimidazole (2.97 g, 0.0183 mole) in tetrahydrofuran (100 ml) was stirred at room temperature for 33/4 hours with a stream of nitrogen bubbling through it. A solution of dimethylamine (48 ml of a 2.29M solution in tetrahydrofuran, 0.1098 mole) was added and the mixture was heated at 40° C. overnight under nitrogen. The solvents were removed under reduced pressure and the residue was... The reactants are O=C(O)c1ccc(C2CCCC2)c(OCC2CC2)n1, NC(=O)C(N)CC1CC1. The product is NC(=O)C(CC1CC1)NC(=O)c1ccc(C2CCCC2)c(OCC2CC2)n1. As a reaction SMILES: [CH:1]1([c:6]2[cH:7][cH:8][c:9]([C:17](=[O:18])[OH:19])[n:10][c:11]2[O:12][CH2:13][CH:14]2[CH2:15][CH2:16]2)[CH2:2][CH2:3][CH2:4][CH2:5]1.[NH2:20][CH:21]([C:22](=[O:23])[NH2:24])[CH2:25][CH:26]1[CH2:27][CH2:28]1>>[CH:1]1([c:6]2[cH:7][cH:8][c:9]([C:17](=[O:19])[NH:20][CH:21]([C:22](=[O:23])[NH2:24])[CH2:25][CH:26]3[CH2:27][CH2:28]3)[n:10][c:11]2[O:12][CH2:13][CH:14]2[CH2:15][CH2:16]2)[CH2:2][CH2:3][CH2:4][CH2:5]1. The reactants are C(C)(C)(C)C1=CC=C(OC2=CC=C3C=C(N=C(C3=C2)CC2CCCC2)C(=O)O)C=C1 (7-(4-tert-Butyl-phenoxy)-1-cyclopentylmethyl-isoquinoline-3-carboxylic acid), Cl.COC([C@H](C(C)(C)C)N)=O ((2S)-amino-3,3-dimethyl-butyric acid methyl ester HCl), ester. Product: C(C)(C)(C)C1=CC=C(OC2=CC=C3C=C(N=C(C3=C2)CC2CCCC2)C(=O)N[C@H](C(=O)O)C(C)(C)C)C=C1 ((2S)-{[7-(4-tert-Butyl-phenoxy)-1-cyclopentylmethyl-isoquinoline-3-carbonyl]-amino}-3,3-dimethyl-butyric acid). Isolated yield 87.6%. RXN SMILES: [C:1]([C:5]1[CH:30]=[CH:29][C:8]([O:9][C:10]2[CH:19]=[C:18]3[C:13]([CH:14]=[C:15]([C:26](O)=[O:27])[N:16]=[C:17]3[CH2:20][CH:21]3[CH2:25][CH2:24][CH2:23][CH2:22]3)=[CH:12][CH:11]=2)=[CH:7][CH:6]=1)([CH3:4])([CH3:3])[CH3:2].Cl.C[O:33][C:34](=[O:41])[C@@H:35]([NH2:40])[C:36]([CH3:39])([CH3:38])[CH3:37]>>[C:1]([C:5]1[CH:30]=[CH:29][C:8]([O:9][C:10]2[CH:19]=[C:18]3[C:13]([CH:14]=[C:15]([C:26]([NH:40][C@@H:35]([C:36]([CH3:39])([CH3:38])[CH3:37])[C:34]([OH:33])=[O:41])=[O:27])[N:16]=[C:17]3[CH2:20][CH:21]3[CH2:22][CH2:23][CH2:24][CH2:25]3)=[CH:12][CH:11]=2)=[CH:7][CH:6]=1)([CH3:4])([CH3:2])[CH3:3] |f:1.2|. Reported procedure: 50 mg (0.12 mmol) of 7-(4-tert-butyl-phenoxy)-1-cyclopentylmethyl-isoquinoline-3-carboxylic acid (Example 419) was reacted with (2S)-amino-3,3-dimethyl-butyric acid methyl ester HCl (24.5 mg, 0.14 mmol) as described in general procedure A. The resulting ester was hydrolyzed by sonication at rt for 3 h and then usual work up as described in general procedure C afforded 54.3 mg of the title compound as a white solid.